From a dataset of the Open Reaction Database (ORD), a public repository of structured organic reaction records. describe an organic reaction: reactants, conditions, products, and yield Reactants: OC1=CC=C(C(=O)OC)C=C1 (methyl 4-hydroxybenzoate), C([O-])([O-])=O.[K+].[K+] (potassium carbonate), Cl.ClCCNCC (2-chloro-N,N-diethylamine hydrochloride), [I-].[K+] (potassium iodide), CC(=O)C (acetone). The product is C(C)N(CCOC1=CC=C(C(=O)OC)C=C1)CC (methyl 4-(2-diethylaminoethyloxy)benzoate). As a reaction SMILES: [OH:1][C:2]1[CH:11]=[CH:10][C:5]([C:6]([O:8][CH3:9])=[O:7])=[CH:4][CH:3]=1.C(=O)([O-])[O-].[K+].[K+].Cl.Cl[CH2:20][CH2:21][NH:22][CH2:23][CH3:24].[I-].[K+].[CH3:27][C:28](C)=O>>[CH2:21]([N:22]([CH2:27][CH3:28])[CH2:23][CH2:24][O:1][C:2]1[CH:3]=[CH:4][C:5]([C:6]([O:8][CH3:9])=[O:7])=[CH:10][CH:11]=1)[CH3:20] |f:1.2.3,4.5,6.7|. Procedure details: A mixture of methyl 4-hydroxybenzoate (15.21 g, 0.1 mol), anhydrous potassium carbonate (34.55 g, 0.25 mol), 2-chloro-N,N-diethylamine hydrochloride (25.81 g, 0.15 mol), potassium iodide (0.166 g, g, 0.001 mol) and acetone (75 ml) was heated under reflux for 10-9 h. On cooling, the solid was removed by filtration and the solvent was evaporated. The residue was dissolved in toluene (75 ml) and the solution was washed with sodium hydroxide solution (2% w/v, 30 ml) and deionized water (2×30 ml). Re... The reactants are NC1=CC=C(C=C1)C=1C=NC=CC1 (3-(4-aminophenyl)pyridine), NC=1C(C(C1OCC)=O)=O (3-amino-4-ethoxy-3-cyclobutene 1,2-dione), O (water). Solvent: N1=CC=CC=C1 (pyridine). Product: NC=1C(C(C1NC1=CC=C(C=C1)C=1C=NC=CC1)=O)=O (3-Amino-4-[4-(3-Pyridyl)Anilino]-3-Cyclobutene-1,2-Dione). The yield is 41.8%. Reaction SMILES: [NH2:1][C:2]1[CH:7]=[CH:6][C:5]([C:8]2[CH:9]=[N:10][CH:11]=[CH:12][CH:13]=2)=[CH:4][CH:3]=1.[NH2:14][C:15]1[C:16](=[O:23])[C:17](=[O:22])[C:18]=1OCC.O>N1C=CC=CC=1>[NH2:14][C:15]1[C:16](=[O:23])[C:17](=[O:22])[C:18]=1[NH:1][C:2]1[CH:3]=[CH:4][C:5]([C:8]2[CH:9]=[N:10][CH:11]=[CH:12][CH:13]=2)=[CH:6][CH:7]=1. Procedure details: A solution of 3-(4-aminophenyl)pyridine (0.51 g) and 3-amino-4-ethoxy-3-cyclobutene 1,2-dione (0.42 g) in pyridine (2 ml) is stirred at 80° for 20 hours. The cool mixture is treated with water (15 ml), and the solid filtered off and washed with water and hot methanol. Recrystallation from dimethylformamide gives 0.33 g of the title compound, mp 3224° C. dec. Reactants: C(Cl)Cl (methylene chloride), C(Cl)Cl (methylene chloride), C(CCC)OC(C(NC(=O)OC(C)(C)C)OC(C)=O)=O (N-t-butoxycarbonyl-2-acetoxyglycine n-butyl ester), O1C=CC=C1 (furan), C(Cl)Cl (methylene chloride). Reagents/catalysts: B(F)(F)F.CCOCC (boron trifluoride etherate). The solvent is C(C)(=O)OCC (ethyl acetate). Product: C(CCC)OC(C(C=1OC=CC1)NC(=O)OC(C)(C)C)=O (α-(N-t-Butoxycarbonylamino)furan-2-acetic acid n-butyl ester). RXN SMILES: [CH2:1]([O:5][C:6](=[O:20])[CH:7](OC(=O)C)[NH:8][C:9]([O:11][C:12]([CH3:15])([CH3:14])[CH3:13])=[O:10])[CH2:2][CH2:3][CH3:4].[O:21]1[CH:25]=[CH:24][CH:23]=[CH:22]1.C(Cl)Cl>B(F)(F)F.CCOCC.C(OCC)(=O)C>[CH2:1]([O:5][C:6](=[O:20])[CH:7]([NH:8][C:9]([O:11][C:12]([CH3:13])([CH3:14])[CH3:15])=[O:10])[C:22]1[O:21][CH:25]=[CH:24][CH:23]=1)[CH2:2][CH2:3][CH3:4] |f:3.4|. Reported procedure: A solution of 1.6 g. (0.006 mol.) of N-t-butoxycarbonyl-2-acetoxyglycine n-butyl ester and 0.7 g. (0.01 mol.) of redistilled furan in 75 ml. of methylene chloride was cooled to -78° and 4 drops of boron trifluoride etherate was added with stirring. The reaction mixture was warmed to room temperature and left for 3 hours Chromatography on silica gel with methylene chloride and methylene chloride containing increasing amounts of ethyl acetate gave the title compound.